This data is from the Open Reaction Database (ORD), a public repository of structured organic reaction records. The task is: describe an organic reaction: reactants, conditions, products, and yield Reactants: [OH-].[Na+] (NaOH), C(C)(=O)OC1=CC(=CC=C1)OCC1=CC=CC=C1 (3-Benzyloxyphenyl acetate), Cl (HCl). The solvent is O1CCCC1 (tetrahydrofuran). Product: C(C1=CC=CC=C1)OC=1C=C(C=CC1)O (3-Benzyloxyphenol). Isolated yield 94.9%. Reaction SMILES: C([O:4][C:5]1[CH:10]=[CH:9][CH:8]=[C:7]([O:11][CH2:12][C:13]2[CH:18]=[CH:17][CH:16]=[CH:15][CH:14]=2)[CH:6]=1)(=O)C.[OH-].[Na+].Cl>O1CCCC1>[CH2:12]([O:11][C:7]1[CH:6]=[C:5]([OH:4])[CH:10]=[CH:9][CH:8]=1)[C:13]1[CH:14]=[CH:15][CH:16]=[CH:17][CH:18]=1 |f:1.2|. Procedure details: 3-Benzyloxyphenyl acetate (4.84 g, 20 mmol), as prepared in the preceding step, in tetrahydrofuran (50 mL) was treated with 1 N NaOH (30 mL) at room temperature for 3 h. The mixture was acidified with 1 N HCl and extracted with ethyl acetate (3×100 mL). The organic phase was washed with brine (2×50 mL) and dried over Na2SO4. The solvent was removed in vacuo and the residue purified by flash column chromatography (methylene chloride) to give the title compound as a colorless liquid (3.80 g, 96%).... Starting materials: O=C1CCC(=O)N1Br, ClCCl, OCCCc1cc(C(F)(F)F)cc(C(F)(F)F)c1, O, c1ccc(P(c2ccccc2)c2ccccc2)cc1. The product is FC(F)(F)c1cc(CCCBr)cc(C(F)(F)F)c1. As a reaction SMILES: [Br:38][N:39]1[C:40](=[O:41])[CH2:42][CH2:43][C:44]1=[O:45].[CH2:47]([Cl:48])[Cl:49].[F:1][C:2]([c:3]1[cH:4][c:5]([CH2:13][CH2:14][CH2:15][OH:16])[cH:6][c:7]([C:9]([F:10])([F:11])[F:12])[cH:8]1)([F:17])[F:18].[OH2:46].[c:19]1([P:20]([c:21]2[cH:22][cH:23][cH:24][cH:25][cH:26]2)[c:27]2[cH:28][cH:29][cH:30][cH:31][cH:32]2)[cH:33][cH:34][cH:35][cH:36][cH:37]1>>[F:1][C:2]([c:3]1[cH:4][c:5]([CH2:13][CH2:14][CH2:15][Br:38])[cH:6][c:7]([C:9]([F:10])([F:11])[F:12])[cH:8]1)([F:17])[F:18]. RXN SMILES: [Si:1]([O:8][C@H:9]1[CH2:26][CH2:25][C@@:24]2([CH3:27])[C@:11]([CH2:36][CH2:37]I)([CH2:12][CH2:13][C@@H:14]3[C:23]2=[CH:22][CH2:21][C@@:19]2([CH3:20])[C@H:15]3[CH2:16][CH2:17][C@@H:18]2[O:28][Si:29]([C:32]([CH3:35])([CH3:34])[CH3:33])([CH3:31])[CH3:30])[CH2:10]1)([C:4]([CH3:7])([CH3:6])[CH3:5])([CH3:3])[CH3:2].[C-:39]#[N:40].[K+]>CN(C=O)C>[Si:1]([O:8][C@H:9]1[CH2:26][CH2:25][C@@:24]2([CH3:27])[C@:11]([CH2:36][CH2:37][C:39]#[N:40])([CH2:12][CH2:13][C@@H:14]3[C:23]2=[CH:22][CH2:21][C@@:19]2([CH3:20])[C@H:15]3[CH2:16][CH2:17][C@@H:18]2[O:28][Si:29]([C:32]([CH3:35])([CH3:34])[CH3:33])([CH3:31])[CH3:30])[CH2:10]1)([C:4]([CH3:7])([CH3:6])[CH3:5])([CH3:3])[CH3:2] |f:1.2|. Procedure details: A suspension of 2.23 g (3.31 mmol) of 3β,17β-bis-(tert-butyldimethylsilyloxy)-5-(2-iodoethyl)-5β-androst-9(11)-ene (Example 4e) and 948 mg (15.11 mmol) of KCN in 48 ml of DMF is stirred for 36 hours at 60° C. under argon. After cooling, it is poured into ice-cold 1N NaOH solution and extracted with dichloromethane. After chromatography of the crude product on silica gel with hexane/ethyl acetate, 1.56 g (75.5% of theory) of the nitrile with a melting point of 194-195° C. (hexane), [α]D +15.0° (C... Run at temperature 60 celsius, time 36 hour. The solvent is CN(C)C=O (DMF). Starting materials: [Si](C)(C)(C(C)(C)C)O[C@@H]1C[C@]2(CC[C@H]3[C@@H]4CC[C@@H]([C@@]4(C)CC=C3[C@]2(CC1)C)O[Si](C)(C)C(C)(C)C)CCI (3β,17β-bis-(tert-butyldimethylsilyloxy)-5-(2-iodoethyl)-5β-androst-9(11)-ene), [C-]#N.[K+] (KCN), ice. Yield: 82.4%. Product: crude product, [Si](C)(C)(C(C)(C)C)O[C@@H]1C[C@]2(CC[C@H]3[C@@H]4CC[C@@H]([C@@]4(C)CC=C3[C@]2(CC1)C)O[Si](C)(C)C(C)(C)C)CCC#N (3β,17β-Bis-(tert-butyldimethylsilyloxy)-5β-androst-9(11)ene-5-propanenitrile). Starting materials: O=S1(N(CCC1)CCC1=CC=C(C(=O)O)C=C1)=O (4-[2-(1,1-dioxo-1λ6-isothiazolidin-2-yl)ethyl]benzoic acid), C1(CC1)C=1C=C(C(=NC1)N1CCNCC1)C (1-(5-cyclopropyl-3-methylpyridin-2-yl)piperazine). The product is C1(CC1)C=1C=C(C(=NC1)N1CCN(CC1)C(=O)C1=CC=C(C=C1)CCN1S(CCC1)(=O)=O)C ([4-(5-cyclopropyl-3-methylpyridin-2-yl)piperazin-1-yl]{4-[2-(1,1-dioxo-1λ6-isothiazolidin-2-yl)ethyl]phenyl}methanone). Isolated yield 70.6%. Reaction SMILES: [O:1]=[S:2]1(=[O:18])[CH2:6][CH2:5][CH2:4][N:3]1[CH2:7][CH2:8][C:9]1[CH:17]=[CH:16][C:12]([C:13]([OH:15])=O)=[CH:11][CH:10]=1.[CH:19]1([C:22]2[CH:23]=[C:24]([CH3:34])[C:25]([N:28]3[CH2:33][CH2:32][NH:31][CH2:30][CH2:29]3)=[N:26][CH:27]=2)[CH2:21][CH2:20]1>>[CH:19]1([C:22]2[CH:23]=[C:24]([CH3:34])[C:25]([N:28]3[CH2:29][CH2:30][N:31]([C:13]([C:12]4[CH:11]=[CH:10][C:9]([CH2:8][CH2:7][N:3]5[CH2:4][CH2:5][CH2:6][S:2]5(=[O:1])=[O:18])=[CH:17][CH:16]=4)=[O:15])[CH2:32][CH2:33]3)=[N:26][CH:27]=2)[CH2:21][CH2:20]1. Reported procedure: Using 4-[2-(1,1-dioxo-1λ6-isothiazolidin-2-yl)ethyl]benzoic acid (162 mg) described in Preparation Example 41 and 1-(5-cyclopropyl-3-methylpyridin-2-yl)piperazine (130 mg) described in Preparation Example 83 and by the reaction and treatment in the same manner as in Example 87, the title compound (198 mg) was obtained. Starting materials: CCN(C(C)C)C(C)C, CCN=C=NCCCN(C)C, CCC(C)S(N)(=O)=O, CN(C)c1ccncc1, ClCCl, Cl, O=C(O)c1cc(F)c(F)cc1F. Yields the product CCC(C)S(=O)(=O)NC(=O)c1cc(F)c(F)cc1F. As a reaction SMILES: [CH2:13]([N:14]([CH:15]([CH3:16])[CH3:17])[CH:18]([CH3:19])[CH3:20])[CH3:21].[CH3:2][N:3]([CH3:4])[CH2:5][CH2:6][CH2:7][N:8]=[C:9]=[N:10][CH2:11][CH3:12].[CH3:34][CH:35]([CH2:36][CH3:37])[S:38](=[O:39])(=[O:40])[NH2:41].[CH3:42][N:43]([CH3:44])[c:45]1[cH:46][cH:47][n:48][cH:49][cH:50]1.[Cl:51][CH2:52][Cl:53].[ClH:1].[F:22][c:23]1[c:24]([C:25](=[O:26])[OH:27])[cH:28][c:29]([F:33])[c:30]([F:32])[cH:31]1>>[F:22][c:23]1[c:24]([C:25](=[O:27])[NH:41][S:38]([CH:35]([CH3:34])[CH2:36][CH3:37])(=[O:39])=[O:40])[cH:28][c:29]([F:33])[c:30]([F:32])[cH:31]1. Starting materials: ClC1=CSC=C1 (3-chlorothiophene), [Li]CCCC (n-BuLi), ClC1=NC=CC(=N1)Cl (2,4-dichloropyrimidine), C(#N)C1=C(C(=O)C(=C(C1=O)Cl)Cl)C#N (DDQ). Solvent: C1CCOC1 (THF), CCOCC (ether). Conditions: temperature 0 celsius, time 45 minute. The product is ClC1=NC(=CC(=N1)Cl)C=1SC=CC1Cl (2,4-Dichloro-6-(3-chloro-thiophen-2-yl)-pyrimidine). Reaction SMILES: [Cl:1][C:2]1[CH:6]=[CH:5][S:4][CH:3]=1.[Li]CCCC.[Cl:12][C:13]1[N:18]=[C:17]([Cl:19])[CH:16]=[CH:15][N:14]=1.C(C1C(=O)C(Cl)=C(Cl)C(=O)C=1C#N)#N>C1COCC1.CCOCC>[Cl:12][C:13]1[N:18]=[C:17]([Cl:19])[CH:16]=[C:15]([C:3]2[S:4][CH:5]=[CH:6][C:2]=2[Cl:1])[N:14]=1. Procedure details: To a solution of 3-chlorothiophene (384 mg, 3.0 mmol) in THF (6 mL) at −78° C. was added n-BuLi (1.6 M, 2 mL) and the resulting mixture stirred for 45 minutes. The resulting product was added to a solution of 2,4-dichloropyrimidine (430 mg, 2.9 mmol) in ether (10 mL) at −30° C. and the resulting mixture stirred for 30 minutes, then warmed up to 0° C. and stirred for another 30 minutes. DDQ (700 mg, 3 mmol) was added and the resulting mixture was stirred overnight, then filtered through Celite®. ... The reactants are N#CCBr, O=C([O-])[O-], C1CCOC1, [K+], [K+], c1ccc(C(c2ccccc2)(c2ccccc2)n2ncc3c(-c4cn[nH]c4)ccnc32)cc1. The product is N#CCn1cc(-c2ccnc3c2cnn3C(c2ccccc2)(c2ccccc2)c2ccccc2)cn1. Reaction SMILES: [Br:40][CH2:41][C:42]#[N:43].[C:34](=[O:35])([O-:36])[O-:37].[CH2:44]1[O:45][CH2:46][CH2:47][CH2:48]1.[K+:38].[K+:39].[nH:1]1[n:2][cH:3][c:4](-[c:6]2[c:7]3[c:8]([n:9][cH:10][cH:11]2)[n:12]([C:15]([c:16]2[cH:17][cH:18][cH:19][cH:20][cH:21]2)([c:22]2[cH:23][cH:24][cH:25][cH:26][cH:27]2)[c:28]2[cH:29][cH:30][cH:31][cH:32][cH:33]2)[n:13][cH:14]3)[cH:5]1>>[n:1]1[n:2]([CH2:41][C:42]#[N:43])[cH:3][c:4](-[c:6]2[c:7]3[c:8]([n:9][cH:10][cH:11]2)[n:12]([C:15]([c:16]2[cH:17][cH:18][cH:19][cH:20][cH:21]2)([c:22]2[cH:23][cH:24][cH:25][cH:26][cH:27]2)[c:28]2[cH:29][cH:30][cH:31][cH:32][cH:33]2)[n:13][cH:14]3)[cH:5]1. Starting materials: C[C@H]1C(N([C@@H](CO1)C1=CC=CC=C1)CC(=O)OCC)=O (Ethyl [(2S,5R)-2-methyl-3-oxo-5-phenylmorpholin-4-yl]acetate), [Li+].[OH-] (LiOH), Cl (HCl). Solvent: C1CCOC1 (THF), O (H2O). Conditions: time 18 hour. Product: C[C@H]1C(N([C@@H](CO1)C1=CC=CC=C1)CC(=O)[O-])=O.[Li+] (Lithium [(2S,5R)-2-methyl-3-oxo-5-phenylmorpholin-4-yl]acetate). RXN SMILES: [CH3:1][C@@H:2]1[O:7][CH2:6][C@@H:5]([C:8]2[CH:13]=[CH:12][CH:11]=[CH:10][CH:9]=2)[N:4]([CH2:14][C:15]([O:17]CC)=[O:16])[C:3]1=[O:20].[Li+:21].[OH-].Cl>C1COCC1.O>[CH3:1][C@@H:2]1[O:7][CH2:6][C@@H:5]([C:8]2[CH:13]=[CH:12][CH:11]=[CH:10][CH:9]=2)[N:4]([CH2:14][C:15]([O-:17])=[O:16])[C:3]1=[O:20].[Li+:21] |f:1.2,6.7|. Reported procedure: To a solution of ethyl [(2S,5R)-2-methyl-3-oxo-5-phenylmorpholin-4-yl]acetate from Step F (125 mg, 0.45 mmol) in THF (4 mL) and H2O (4 mL) was added 1 N aqueous LiOH (0.54 mL, 0.54 mmol) and the resulting mixture was stirred at ambient temperature for 18 h. The mixture was adjusted to pH 6 by addition of 1 N HCl and concentrated to dryness in vacuo to give the title compound. MS: m/z=250 (M+1).